Dataset: the Open Reaction Database (ORD), a public repository of structured organic reaction records. Task: describe an organic reaction: reactants, conditions, products, and yield Starting materials: O (water), CC1(CC(CCC1)C(C)OC(CO)=O)C (hydroxyacetic acid-1-(3,3-dimethyl-cyclohexyl)-ethyl ester), N1=CC=CC=C1 (pyridine), COCC(=O)Cl (methoxyacetic acid chloride). Run in C1(=CC=CC=C1)C (toluene), CC(C)(C)OC (MTBE). The product is CC1(CC(CCC1)C(C(=O)OCC)OC(COC)=O)C (methoxyacetic acid-1-(3,3-dimethyl-cyclohexyl)-ethoxycarbonylmethyl ester). As a reaction SMILES: [CH3:1][C:2]1([CH3:15])[CH2:7][CH2:6][CH2:5][CH:4]([CH:8]([O:10][C:11](=[O:14])[CH2:12][OH:13])[CH3:9])[CH2:3]1.N1C=CC=C[CH:17]=1.C[O:23][CH2:24][C:25](Cl)=O.[OH2:28]>CC(OC)(C)C.C1(C)C=CC=CC=1>[CH3:15][C:2]1([CH3:1])[CH2:7][CH2:6][CH2:5][CH:4]([CH:8]([O:10][C:11](=[O:14])[CH2:12][O:13][CH3:17])[C:9]([O:23][CH2:24][CH3:25])=[O:28])[CH2:3]1. Reported procedure: 53.5 g (0.25 mol) of hydroxyacetic acid-1-(3,3-dimethyl-cyclohexyl)-ethyl ester and 25.7 g (0.325 mol) of pyridine in 100 ml MTBE were placed in a 500-ml stirred vessel. Then 28.1 g (0.26 mol) of methoxyacetic acid chloride was added dropwise at room temperature, with cooling. Then 100 ml water and 100 ml toluene were added to the reaction solution at room temperature, the aqueous phase was separated, the organic phase was washed with dilute sulfuric acid, soda solution and water until neutral a... Reactants: CO, Clc1cnc2ccccc2n1, N. Yields the product Nc1cnc2ccccc2n1. Reaction SMILES: [CH3:13][OH:14].[Cl:1][c:2]1[n:3][c:4]2[cH:5][cH:6][cH:7][cH:8][c:9]2[n:10][cH:11]1.[NH3:12]>>[c:2]1([NH2:12])[n:3][c:4]2[cH:5][cH:6][cH:7][cH:8][c:9]2[n:10][cH:11]1. Starting materials: C1=NC=CC=2CCCCC12 (5,6,7,8-tetrahydroisoquinoline), solution, C(C)OCC (diethylether), C(C)OCC (diethylether). The product is CC1=NC=CC=2CCCCC12 (5,6,7,8-Tetrahydro-1-methylisoquinoline). As a reaction SMILES: [CH:1]1[C:10]2[CH2:9][CH2:8][CH2:7][CH2:6][C:5]=2[CH:4]=[CH:3][N:2]=1.[CH2:11](OCC)C>>[CH3:11][C:1]1[C:10]2[CH2:9][CH2:8][CH2:7][CH2:6][C:5]=2[CH:4]=[CH:3][N:2]=1. Reported procedure: 2.155 g (16.20 mmol) of 5,6,7,8-tetrahydroisoquinoline, 20 ml of diethylether, and 13 ml (19.50 mmol) of a 1.5 molar solution of methyllithium-lithium bromide complex in diethylether are reacted for approximately 16 hours at 45° C. The excess methyllithium is destroyed by cautious addition of water, and the crude product is obtained by chloroform extraction. Removal of the chloroform in vacuo gives the crude product which is purified by LPLC (methylene chloride-acetone, 4:1) to give 1.00 g of pr...